From a dataset of the Open Reaction Database (ORD), a public repository of structured organic reaction records. describe an organic reaction: reactants, conditions, products, and yield Reactants: ClC1=C(C=CC=2C(C3=CC=CC=C3OC12)=O)OCC(=O)OCC (ethyl 4-chloro-9-oxo-9H-xanthene-3-yloxyacetate), [OH-].[Na+] (sodium hydroxide), Cl (hydrochloric acid). Solvent: O (water). The product is ClC1=C(C=CC=2C(C3=CC=CC=C3OC12)=O)OCC(=O)O (4-chloro-9-oxo-9H-xanthene-3-yloxyacetic acid). The yield is 84.9%. Reaction SMILES: [Cl:1][C:2]1[C:15]2[O:14][C:13]3[C:8](=[CH:9][CH:10]=[CH:11][CH:12]=3)[C:7](=[O:16])[C:6]=2[CH:5]=[CH:4][C:3]=1[O:17][CH2:18][C:19]([O:21]CC)=[O:20].[OH-].[Na+].Cl>O>[Cl:1][C:2]1[C:15]2[O:14][C:13]3[C:8](=[CH:9][CH:10]=[CH:11][CH:12]=3)[C:7](=[O:16])[C:6]=2[CH:5]=[CH:4][C:3]=1[O:17][CH2:18][C:19]([OH:21])=[O:20] |f:1.2|. Reported procedure: A mixture of this ester (0.9 g), sodium hydroxide (0.7 g) and water (40 ml) was refluxed for 1 hour. After cooling, the mixture was rendered acidic with hydrochloric acid and the solid crystal was recovered by filtration, washed with water and dried. Recrystallization from ethanol gave 0.7 g of 4-chloro-9-oxo-9H-xanthene-3-yloxyacetic acid. m.p. 280°-281° C.